Task: describe an organic reaction: reactants, conditions, products, and yield. Dataset: the Open Reaction Database (ORD), a public repository of structured organic reaction records Starting materials: COC(=O)CBr, CC#N, Oc1cccc(CCc2nc(-c3ccccc3)c(-c3ccccc3)s2)c1. Yields the product COC(=O)COc1cccc(CCc2nc(-c3ccccc3)c(-c3ccccc3)s2)c1. As a reaction SMILES: [Br:27][CH2:28][C:29](=[O:30])[O:31][CH3:32].[CH3:33][C:34]#[N:35].[c:1]1(-[c:7]2[n:8][c:9]([CH2:18][CH2:19][c:20]3[cH:21][c:22]([OH:26])[cH:23][cH:24][cH:25]3)[s:10][c:11]2-[c:12]2[cH:13][cH:14][cH:15][cH:16][cH:17]2)[cH:2][cH:3][cH:4][cH:5][cH:6]1>>[c:1]1(-[c:7]2[n:8][c:9]([CH2:18][CH2:19][c:20]3[cH:21][c:22]([O:26][CH2:28][C:29](=[O:30])[O:31][CH3:32])[cH:23][cH:24][cH:25]3)[s:10][c:11]2-[c:12]2[cH:13][cH:14][cH:15][cH:16][cH:17]2)[cH:2][cH:3][cH:4][cH:5][cH:6]1.